Dataset: the Open Reaction Database (ORD), a public repository of structured organic reaction records. Task: describe an organic reaction: reactants, conditions, products, and yield Yields the product C(C)(C)(C)C=1C=C(C=C(C1OC)I)NC(=O)NCCCCl (1-(3-tert-butyl-5-iodo-4-methoxyphenyl)-3-(3-chloropropyl)urea). As a reaction SMILES: [C:1]([C:5]1[CH:6]=[C:7]([CH:9]=[C:10]([I:14])[C:11]=1[O:12][CH3:13])[NH2:8])([CH3:4])([CH3:3])[CH3:2].C([CH:17]([Cl:23])[CH2:18][CH2:19][N:20]=[C:21]=[O:22])C>>[C:1]([C:5]1[CH:6]=[C:7]([NH:8][C:21]([NH:20][CH2:19][CH2:18][CH2:17][Cl:23])=[O:22])[CH:9]=[C:10]([I:14])[C:11]=1[O:12][CH3:13])([CH3:4])([CH3:2])[CH3:3]. Starting materials: C(C)(C)(C)C=1C=C(N)C=C(C1OC)I (3-tert-Butyl-5-iodo-4-methoxyaniline), C(C)C(CCN=C=O)Cl (ethyl 3-chloropropyl isocyanate). Reported procedure: 3-tert-Butyl-5-iodo-4-methoxyaniline (305 mg, 1 mmol) and ethyl 3-chloropropyl isocyanate (0.103 mL, 1.000 mmol) were reacted in the same manner as Example 15 Part A to give the title compound which was used without purification.